Dataset: the Open Reaction Database (ORD), a public repository of structured organic reaction records. Task: describe an organic reaction: reactants, conditions, products, and yield Starting materials: O.[OH-].[Li+] (lithium hydroxide monohydrate), BrC1=C(C(=O)OC)C=CC(=C1)C(=O)NCC1=CC(=CC=C1)O (2-bromo-4-[[[(3-hydroxyphenyl)methyl]amino]carbonyl]benzoic acid, methyl ester). Solvent: O (water), O1CCCC1.CO (tetrahydrofuran methanol). Reaction conditions: time 1 hour. The product is BrC1=C(C(=O)O)C=CC(=C1)C(=O)NCC1=CC(=CC=C1)O (2-bromo-4-[[[(3-hydroxyphenyl)methyl]amino]carbonyl]benzoic acid). Isolated yield 102.7%. As a reaction SMILES: O.[OH-].[Li+].[Br:4][C:5]1[CH:14]=[C:13]([C:15]([NH:17][CH2:18][C:19]2[CH:24]=[CH:23][CH:22]=[C:21]([OH:25])[CH:20]=2)=[O:16])[CH:12]=[CH:11][C:6]=1[C:7]([O:9]C)=[O:8]>O.O1CCCC1.CO>[Br:4][C:5]1[CH:14]=[C:13]([C:15]([NH:17][CH2:18][C:19]2[CH:24]=[CH:23][CH:22]=[C:21]([OH:25])[CH:20]=2)=[O:16])[CH:12]=[CH:11][C:6]=1[C:7]([OH:9])=[O:8] |f:0.1.2,5.6|. Reported procedure: A solution of lithium hydroxide monohydrate (4.41 g, 105.1 mmol) in water (15 mL) was added to a solution of 2-bromo-4-[[[(3-hydroxyphenyl)methyl]amino]-carbonyl]benzoic acid, methyl ester (Example 14; 15.30 g, 42.0 mmol) in tetrahydrofuran/methanol (2:1, 21 mL). The solution was stirred at room temperature for 1 h, then it was concentrated to remove tetrahydrofuran and methanol. The remaining aqueous solution was extracted with ethyl acetate (15 mL) and the ethyl acetate extract was discarded. ... The reactants are C(C(=O)Cl)(=O)Cl (Oxalyl chloride), ClC=1C=C(C(NN1)=O)C(=O)O (6-chloro-3-oxo-2,3-dihydro-pyridazine-4-carboxylic acid), CN(C)C=O (DMF). Run in C1CCOC1 (THF). Conditions: time 2 hour. Product: ClC1=CC=C(CNC(=O)C=2C(NN=C(C2)Cl)=O)C=C1 (6-Chloro-3-oxo-2,3-dihydro-pyridazine-4-carboxylic acid 4-chloro-benzyl amide). As a reaction SMILES: [C:1]([Cl:6])(=O)[C:2](Cl)=O.[Cl:7][C:8]1[CH:9]=[C:10]([C:15]([OH:17])=O)[C:11](=[O:14])[NH:12][N:13]=1.C[N:19]([CH:21]=O)C>C1COCC1>[Cl:6][C:1]1[CH:2]=[CH:11][C:10]([CH2:21][NH:19][C:15]([C:10]2[C:11](=[O:14])[NH:12][N:13]=[C:8]([Cl:7])[CH:9]=2)=[O:17])=[CH:9][CH:8]=1. Procedure details: Oxalyl chloride was added to a solution a 8.73 g of 6-chloro-3-oxo-2,3-dihydro-pyridazine-4-carboxylic acid and 1 ml DMF in 250 ml THF at 5-10° C. and the mixture was stirred at room temperature for 2 h. Afterwards, it was evaporated to dryness, the residue dissolved in 450 ml THF and 13.8 g potassium carbonate and a solution of 7.2 g 4-chloro-benzyl amide in THF were added. The solvent was distilled off after 2 h of stirring at room temperature, the residue suspended in 100 ml water and a pH of... Reactants: [Li] (lithium), [NH2-].[Li+] (Lithium amide), N (ammonia), NC=1C2=C(SC1C(=O)OC)C=CC=C2OC (methyl 3-amino-4-methoxybenzo[b]thiophene-2-carboxylate), Heterocyclic, N (ammonia). The solvent is O1CCCC1 (tetrahydrofuran). Yields the product NC=1C2=C(SC1C(=O)N)C=CC=C2OC (3-Amino-4-methoxybenzo[b]thiophene-2-carboxamide). Yield: 58.0%. As a reaction SMILES: [NH2-:1].[Li+].N.[Li].[NH2:5][C:6]1[C:7]2[C:18]([O:19][CH3:20])=[CH:17][CH:16]=[CH:15][C:8]=2[S:9][C:10]=1[C:11](OC)=[O:12]>O1CCCC1>[NH2:5][C:6]1[C:7]2[C:18]([O:19][CH3:20])=[CH:17][CH:16]=[CH:15][C:8]=2[S:9][C:10]=1[C:11]([NH2:1])=[O:12] |f:0.1,^1:3|. Reported procedure: Lithium amide in liquid ammonia is prepared as described by Unangst P. C., Carethers M. E., J. Heterocyclic. Chem. 21, 709 (1984), from lithium metal ribbon (0.16 g, 23 mmol). A solution of methyl 3-amino-4-methoxybenzo[b]thiophene-2-carboxylate (1.3 g, 5.5 mmol) [Beck J. R., supra] in 10 mL of tetrahydrofuran is added dropwise. The mixture is stirred for 18 hours as the excess ammonia is permitted to evaporate. The residue is treated with 250 g of ice and water. The solid product is filtered, w... The reactants are C(=O)(O)C1=CC=C(C=C1)B(O)O (4-carboxyphenylboronic acid), S(O)(O)(=O)=O (sulfuric acid), CO (methanol), O (water). The product is COC(=O)C1=CC=C(C=C1)B(O)O (4-methoxycarbonylphenylboronic acid). Reaction SMILES: [C:1]([C:4]1[CH:9]=[CH:8][C:7]([B:10]([OH:12])[OH:11])=[CH:6][CH:5]=1)([OH:3])=[O:2].S(=O)(=O)(O)O.O.[CH3:19]O>>[CH3:19][O:2][C:1]([C:4]1[CH:5]=[CH:6][C:7]([B:10]([OH:12])[OH:11])=[CH:8][CH:9]=1)=[O:3]. Procedure details: A solution of 4-carboxyphenylboronic acid (2.0g) and sulfuric acid (0.1 ml) in methanol (50 ml) was refluxed overnight. The reaction mixture was poured into water, and the mixture was extracted with ethyl acetate. The organic layer was washed with water and brine, and dried over MgSO4. The solvent was evaporated in vacuo to give 4-methoxycarbonylphenylboronic acid (1.7 g) as colorless prisms. Starting materials: C(N)(O[C@@H]1C(N(CC1)C(=O)C1(CC1)C1=CC=C(C=C1)Cl)C(C)(C)C)=O (tert-Butyl((3S)-1-{[1-(4-chlorophenyl)cyclopropyl]carbonyl}pyrrolidin-3-yl) carbamate), Cl (hydrogen chloride), C(C)(C)N(C(C)C)CC (N,N-diisopropylethylamine), ClC=1C(=C(C=CC1)S(=O)(=O)Cl)C (3-chloro-2-methylbenzenesulfonyl chloride), C(C)#N (acetonitrile), C(=O)(C(F)(F)F)O (TFA). The solvent is O1CCOCC1 (1,4-dioxane), CO (methanol). Conditions: time 1 hour. Product: ClC=1C(=C(C=CC1)S(=O)(=O)N[C@@H]1CN(CC1)C(=O)C1(CC1)C1=CC=C(C=C1)Cl)C (3-Chloro-N-((3S)-1-{[1-(4-chlorophenyl)cyclopropyl]carbonyl}pyrrolidin-3-yl)-2-methylbenzenesulfonamide). RXN SMILES: C(=O)(O[C@H:4]1[CH2:8][CH2:7][N:6]([C:9]([C:11]2([C:14]3[CH:19]=[CH:18][C:17]([Cl:20])=[CH:16][CH:15]=3)[CH2:13][CH2:12]2)=[O:10])[CH:5]1C(C)(C)C)N.Cl.C(#[N:29])C.C(N(CC)C(C)C)(C)C.[Cl:39][C:40]1[C:41]([CH3:50])=[C:42]([S:46](Cl)(=[O:48])=[O:47])[CH:43]=[CH:44][CH:45]=1.C(O)(C(F)(F)F)=O>O1CCOCC1.CO>[Cl:39][C:40]1[C:41]([CH3:50])=[C:42]([S:46]([NH:29][C@H:4]2[CH2:8][CH2:7][N:6]([C:9]([C:11]3([C:14]4[CH:19]=[CH:18][C:17]([Cl:20])=[CH:16][CH:15]=4)[CH2:12][CH2:13]3)=[O:10])[CH2:5]2)(=[O:48])=[O:47])[CH:43]=[CH:44][CH:45]=1. Reported procedure: tert-Butyl((3S)-1-{[1-(4-chlorophenyl)cyclopropyl]carbonyl}pyrrolidin-3-yl) carbamate (7.30 mg, 0.0000200 mol) was treated with hydrogen chloride in 1,4-dioxane (4.0 M, 0.50 mL) at rt for 30 minutes. The solvent was evaporated under reduced pressure and acetonitrile (1.0 mL, 0.019 mol) was added. The mixture was then treated with N,N-diisopropylethylamine (20.0 μL, 0.000115 mol), followed by the addition of 3-chloro-2-methylbenzenesulfonyl chloride (4.50 mg, 0.0000200 mol) at rt. The reaction mi... The reactants are BrC(C(=O)NC(=O)N(C)C)(C)C (1-(2-bromo-2-methylpropionyl)-3,3-dimethylurea), BrC(C(=O)Br)(C)C (2-bromo-2-methylpropionyl bromide), CNC(=O)NC (1,3-dimethylurea). Run in CS(=O)C (DMSO). Product: BrC(C(=O)N(C(=O)NC)C)(C)C (1-(2-Bromo-2-methylpropionyl)-1,3-dimethylurea). Isolated yield 38.0%. Reaction SMILES: [Br:1][C:2]([CH3:12])([CH3:11])[C:3]([NH:5][C:6]([N:8]([CH3:10])C)=[O:7])=[O:4].Br[C:14](C)(C)C(Br)=O.CNC(NC)=O>CS(C)=O>[Br:1][C:2]([CH3:11])([CH3:12])[C:3]([N:5]([CH3:14])[C:6]([NH:8][CH3:10])=[O:7])=[O:4]. Reported procedure: This compound was prepared similarly to 1-(2-bromo-2-methylpropionyl)-3,3-dimethylurea in Example 7a from 2-bromo-2-methylpropionyl bromide and 1,3-dimethylurea. It was obtained in 38% yield as a yellow oil, νmax (Nujol) 3330 (NH), 1730, 1700 cm-1 (CON. CON). τ(DMSO d6) 6.44 (NMe) 7.13 (d,J 5; NHMe), 7.95 (CMe2). Product: BrC(C(=O)C1=CC=C(C=C1)F)C1=CC=CC=C1 (2-Bromo-1-(4-fluorophenyl)-2-phenylethanone). Procedure details: Methylene chloride (1 L) is taken in a 4 necked RB flask equipped with mechanical strring rod, pressure equalization funnel and a CaCl2 guard tube. 100 g (0.466 mol) of 1-(4-Fluorophenyl)-2-phenyl ethanone is introduced in to the above flask and stirred for 5 minutes to obtain a clear solution.2 ml of a 30% hydrobromic acid in acetic acid is then added, followed by gradual addition of a cold solution of bromine (73 g, 0.456 mole) in 200 ml of methylene chloride at 26±2° C. Bromine solution is ad... Starting materials: FC1=CC=C(C=C1)C(CC1=CC=CC=C1)=O (1-(4-Fluorophenyl)-2-phenyl ethanone), BrBr (Bromine), BrBr (bromine), Br (hydrobromic acid), BrBr (bromine), S(=O)([O-])[O-].[Na+].[Na+] (sodium sulphite). Reaction SMILES: [F:1][C:2]1[CH:7]=[CH:6][C:5]([C:8](=[O:16])[CH2:9][C:10]2[CH:15]=[CH:14][CH:13]=[CH:12][CH:11]=2)=[CH:4][CH:3]=1.[BrH:17].BrBr.S([O-])([O-])=O.[Na+].[Na+]>C(O)(=O)C.C(Cl)Cl>[Br:17][CH:9]([C:10]1[CH:11]=[CH:12][CH:13]=[CH:14][CH:15]=1)[C:8]([C:5]1[CH:4]=[CH:3][C:2]([F:1])=[CH:7][CH:6]=1)=[O:16] |f:3.4.5|. Solvent: C(Cl)Cl (Methylene chloride), C(Cl)Cl (methylene chloride), C(C)(=O)O (acetic acid). Run at temperature 19 celsius, time 5 minute.